From a dataset of the Open Reaction Database (ORD), a public repository of structured organic reaction records. describe an organic reaction: reactants, conditions, products, and yield Isolated yield 43.0%. Product: CNC1=CC=C(C=C1)C=1SC2=C(C1)C=CC(=C2)OCCO[Si](C)(C)C(C)(C)C (2-[4-(N-monomethylamino)phenyl]-6-[2-(t-butyldimethylsilyloxy)ethoxy]benzothiophene). The reactants are CNC1=CC=C(C=C1)C=1SC2=C(C1)C=CC(=C2)O (2-[4-(N-Monomethylamino)phenyl]-6-hydroxybenzothiophene), C([O-])([O-])=O.[K+].[K+] (potassium carbonate), [Si](C)(C)(C(C)(C)C)OC(C)Br (1-(t-butyldimethylsilyloxy)ethyl bromide), [Cl-].[NH4+] (ammonium chloride). Reported procedure: 2-[4-(N-Monomethylamino)phenyl]-6-hydroxybenzothiophene (113, 1.56 g, 4.52 mmol) and potassium carbonate (1.88 g, 13.57 mmol) were dissolved in dimethylacetimide (40 mL), 1-(t-butyldimethylsilyloxy)ethyl bromide (TBDMSO-CH2CH2Br) (114, 1.08 g, 4.52 mmol) was added thereto, and the reaction mixture was heated at 80° C. for 24 hours. To the reaction mixture was added an aqueous solution of ammonium chloride, and organic compounds were extracted with ethyl acetate. The recovered organic solvent was... Run at temperature 80 celsius. RXN SMILES: [CH3:1][NH:2][C:3]1[CH:8]=[CH:7][C:6]([C:9]2[S:10][C:11]3[CH:17]=[C:16]([OH:18])[CH:15]=[CH:14][C:12]=3[CH:13]=2)=[CH:5][CH:4]=1.C(=O)([O-])[O-].[K+].[K+].[Si:25]([O:32][CH:33](Br)[CH3:34])([C:28]([CH3:31])([CH3:30])[CH3:29])([CH3:27])[CH3:26].[Cl-].[NH4+]>>[CH3:1][NH:2][C:3]1[CH:8]=[CH:7][C:6]([C:9]2[S:10][C:11]3[CH:17]=[C:16]([O:18][CH2:34][CH2:33][O:32][Si:25]([C:28]([CH3:31])([CH3:30])[CH3:29])([CH3:27])[CH3:26])[CH:15]=[CH:14][C:12]=3[CH:13]=2)=[CH:5][CH:4]=1 |f:1.2.3,5.6|. Yield: 71.0%. Product: C(C)C=1CC(CCC1C)CCOCC1=CC=CC=C1 ([2-(3-ethyl-4-methyl-cyclohex-3-enyl)-ethoxymethyl]-benzene), oil. Reaction SMILES: [CH2:1]([O:8][CH2:9][CH2:10][CH:11]1[CH2:16][CH2:15][C:14]([CH3:18])(O)[CH:13]([CH2:19][CH3:20])[CH2:12]1)[C:2]1[CH:7]=[CH:6][CH:5]=[CH:4][CH:3]=1.S(O)(C1C=CC(C)=CC=1)(=O)=O.O.[O-]S([O-])(=O)=O.[Mg+2]>C1C=CC=CC=1>[CH2:19]([C:13]1[CH2:12][CH:11]([CH2:10][CH2:9][O:8][CH2:1][C:2]2[CH:7]=[CH:6][CH:5]=[CH:4][CH:3]=2)[CH2:16][CH2:15][C:14]=1[CH3:18])[CH3:20] |f:1.2,3.4|. Reported procedure: A mixture of 5-(2-benzyloxy-ethyl)-2-oxo-cyclohexanecarboxylic acid methyl ester in anhydrous MeOH (10 mL) was reacted with NaOMe solution (16.6 mL, 8.28 mmol) at rt for 15 min. Iodoethane (2.76 mL, 34.5 mmol) was added via syringe and the mixture was stored at rt for 48 h. Another portion of NaOMe (8.3 mmol) and EtI (35 mmol) was added and the mixture was allowed to react until the starting material was not present (by TLC). The solution was quenched with an aqueous work-up and the resultant re... Starting materials: [O-]S(=O)(=O)[O-].[Mg+2] (MgSO4), C(C1=CC=CC=C1)OCCC1CC(C(CC1)(O)C)CC (4-(2-benzyloxy-ethyl)-2-ethyl-1-methyl-cyclohexanol), S(=O)(=O)(C1=CC=C(C)C=C1)O.O (TsOH—H2O). The solvent is C1=CC=CC=C1 (benzene). The reactants are BrC1=CN=C2N1C=C(C=C2)Cl (3-bromo-6-chloro-imidazo[1,2-a]pyridine), ClC1=NC=CC(=C1)B(O)O (2-chloropyridin-4-yl boronic acid), C(=O)([O-])[O-].[Na+].[Na+] (Na2CO3). The reagents and catalysts are C1([P]([Pd][P](C2=CC=CC=C2)(C3=CC=CC=C3)C4=CC=CC=C4)(C5=CC=CC=C5)C6=CC=CC=C6)=CC=CC=C1 (bis(triphenylphosphine)palladium). The solvent is O1CCOCC1 (dioxane), O (water), O (H2O). Conditions: temperature 100 celsius. The product is ClC=1C=CC=2N(C1)C(=CN2)C2=CC(=NC=C2)Cl (6-Chloro-3-(2-chloro-pyridin-4-yl)-imidazo[1,2-a]pyridine). Reaction SMILES: Br[C:2]1[N:6]2[CH:7]=[C:8]([Cl:11])[CH:9]=[CH:10][C:5]2=[N:4][CH:3]=1.[Cl:12][C:13]1[CH:18]=[C:17](B(O)O)[CH:16]=[CH:15][N:14]=1.C([O-])([O-])=O.[Na+].[Na+]>O1CCOCC1.O.C1(C=CC=CC=1)[P](C1C=CC=CC=1)(C1C=CC=CC=1)[Pd][P](C1C=CC=CC=1)(C1C=CC=CC=1)C1C=CC=CC=1>[Cl:11][C:8]1[CH:9]=[CH:10][C:5]2[N:6]([C:2]([C:17]3[CH:16]=[CH:15][N:14]=[C:13]([Cl:12])[CH:18]=3)=[CH:3][N:4]=2)[CH:7]=1 |f:2.3.4,^1:40,54|. Procedure details: To a solution of 3-bromo-6-chloro-imidazo[1,2-a]pyridine (1 eq, 18.1 mmol, 4.2 g), 2-chloropyridin-4-yl boronic acid (1.05 eq, 19 mmol, 3 g), Na2CO3 (2 eq, 36.2 mmol, 3.84 g) in dioxane (30 ml) and water (10 ml), under an inert atmosphere of argon is added bis(triphenylphosphine)palladium II chloride (1.23 g). The reaction mixture is heated at 100° C. for 16 hours. The mixture is diluted with H2O (50 ml) and extracted with EtOAc. The combined organic portions are washed with brine, dried (MgSO4)... Starting materials: CCCCCCCN, C1CCOC1, CCOC(C)=O, CC1(C)C(C(=O)c2cn(CC3CCOCC3)c3ccc(C(=O)O)cc23)C1(C)C. Product: CCCCCCCNC(=O)c1ccc2c(c1)c(C(=O)C1C(C)(C)C1(C)C)cn2CC1CCOCC1. As a reaction SMILES: [CH2:29]([CH2:30][CH2:31][CH2:32][CH2:33][CH2:34][CH3:35])[NH2:36].[CH2:43]1[O:44][CH2:45][CH2:46][CH2:47]1.[CH3:37][CH2:38][O:39][C:40]([CH3:41])=[O:42].[O:1]1[CH2:2][CH2:3][CH:4]([CH2:7][n:8]2[cH:9][c:10]([C:20](=[O:21])[CH:22]3[C:23]([CH3:27])([CH3:28])[C:24]3([CH3:25])[CH3:26])[c:11]3[cH:12][c:13]([C:17](=[O:18])[OH:19])[cH:14][cH:15][c:16]23)[CH2:5][CH2:6]1>>[O:1]1[CH2:2][CH2:3][CH:4]([CH2:7][n:8]2[cH:9][c:10]([C:20](=[O:21])[CH:22]3[C:23]([CH3:27])([CH3:28])[C:24]3([CH3:25])[CH3:26])[c:11]3[cH:12][c:13]([C:17](=[O:19])[NH:36][CH2:29][CH2:30][CH2:31][CH2:32][CH2:33][CH2:34][CH3:35])[cH:14][cH:15][c:16]23)[CH2:5][CH2:6]1. Procedure: To a solution of anhydrous homocysteine hydrochloride (0.1 mole) in 60 ml of dimethylformamide is added 42 g (0.15 mole) of tritylchloride. The reaction mixture is stirred at room temperature for 2 days. Upon addition of 10% sodium acetate solution (500 ml) S-trityl-homocysteine precipitates together with triphenylcarbinol. Recrystallization in acetone affords pure S-tritylhomocysteine. The solvent is CN(C=O)C (dimethylformamide). Yields the product C(C1=CC=CC=C1)(C1=CC=CC=C1)(C1=CC=CC=C1)SCC[C@H](N)C(=O)O (S-tritylhomocysteine). Conditions: time 2 day. Reactants: Cl.N[C@@H](CCS)C(=O)O (homocysteine hydrochloride), C(C1=CC=CC=C1)(C1=CC=CC=C1)(C1=CC=CC=C1)Cl (tritylchloride), C(C)(=O)[O-].[Na+] (sodium acetate). Reaction SMILES: Cl.[NH2:2][C@H:3]([C:7]([OH:9])=[O:8])[CH2:4][CH2:5][SH:6].[C:10](Cl)([C:23]1[CH:28]=[CH:27][CH:26]=[CH:25][CH:24]=1)([C:17]1[CH:22]=[CH:21][CH:20]=[CH:19][CH:18]=1)[C:11]1[CH:16]=[CH:15][CH:14]=[CH:13][CH:12]=1.C([O-])(=O)C.[Na+]>CN(C)C=O>[C:10]([S:6][CH2:5][CH2:4][C@@H:3]([C:7]([OH:9])=[O:8])[NH2:2])([C:11]1[CH:16]=[CH:15][CH:14]=[CH:13][CH:12]=1)([C:23]1[CH:24]=[CH:25][CH:26]=[CH:27][CH:28]=1)[C:17]1[CH:18]=[CH:19][CH:20]=[CH:21][CH:22]=1 |f:0.1,3.4|. Reactants: C(C)(C)(C)OC(NC1=C(C=C(C(=C1)Cl)Cl)[N+](=O)[O-])=O ((4,5-dichloro-2-nitro-phenyl)-carbamic acid tert.-butyl ester), C(C)NC (N-ethyl-methylamine). Run in CS(=O)C (DMSO). Product: C(C)(C)(C)OC(NC1=C(C=C(C(=C1)N(C)CC)Cl)[N+](=O)[O-])=O ([4-Chloro-5-(ethyl-methyl-amino)-2-nitro-phenyl]-carbamic acid tert-butyl ester), solid. As a reaction SMILES: [C:1]([O:5][C:6](=[O:19])[NH:7][C:8]1[CH:13]=[C:12](Cl)[C:11]([Cl:15])=[CH:10][C:9]=1[N+:16]([O-:18])=[O:17])([CH3:4])([CH3:3])[CH3:2].[CH2:20]([NH:22][CH3:23])[CH3:21]>CS(C)=O>[C:1]([O:5][C:6](=[O:19])[NH:7][C:8]1[CH:13]=[C:12]([N:22]([CH2:20][CH3:21])[CH3:23])[C:11]([Cl:15])=[CH:10][C:9]=1[N+:16]([O-:18])=[O:17])([CH3:4])([CH3:3])[CH3:2]. Procedure details: The title compound was prepared from (4,5-dichloro-2-nitro-phenyl)-carbamic acid tert.-butyl ester (Example B2) (3.0 g, 9.77 mmol) and N-ethyl-methylamine (2.89 g, 48.8 mmol) in DMSO (35 mL) at RT according to the general procedure C. Obtained as a pale brown solid (3.21 g). Starting materials: C(C)(=O)O.NCC(=O)NCC(=O)N (glycylglycinamide acetate), C(C(C)C)=O (isobutyraldehyde), C([O-])([O-])=O.[Na+].[Na+] (sodium carbonate), O1C(CC(=O)OCC(C)C)C1 (2-methylpropyl 3,4-epoxybutanoate). The reagents and catalysts are O (water). Run in CO (methanol). The product is C(N)(=O)CN1C(N(CC1=O)CC(CC(=O)OCC(C)C)O)C(C)C (2-Methylpropyl 3-carbamoylmethyl-Beta-hydroxy-2-(1-methylethyl)-4-oxo-1-imidazolidinebutanoate). RXN SMILES: C(O)(=O)C.[NH2:5][CH2:6][C:7]([NH:9][CH2:10][C:11]([NH2:13])=[O:12])=[O:8].[CH:14](=O)[CH:15]([CH3:17])[CH3:16].C(=O)([O-])[O-].[Na+].[Na+].[O:25]1[CH2:35][CH:26]1[CH2:27][C:28]([O:30][CH2:31][CH:32]([CH3:34])[CH3:33])=[O:29]>CO.O>[C:11]([CH2:10][N:9]1[C:7](=[O:8])[CH2:6][N:5]([CH2:35][CH:26]([OH:25])[CH2:27][C:28]([O:30][CH2:31][CH:32]([CH3:34])[CH3:33])=[O:29])[CH:14]1[CH:15]([CH3:17])[CH3:16])(=[O:12])[NH2:13] |f:0.1,3.4.5|. Procedure details: A solution of 1.91 g (0.01 mol) of glycylglycinamide acetate and 0.72 g (0.01 mol) of isobutyraldehyde in 40 ml of methanol was stirred for 24 hours at room temperature. The solvent was evaporated under reduced pressure and the residue was dissolved in 30 ml of isopropanol and treated with 0.106 g of sodium carbonate, 1.8 g (0.0115 mol) of 2-methylpropyl 3,4-epoxybutanoate and 2 drops of water. The mixture was refluxed for 36 hours. After evaporation of the solvent the residue was chromatographe... The reactants are CCC(C)=O, Cl, CC(C)I, [K+], [K+], O=C([O-])[O-], O, O=C(O)c1cccc(O)c1. Yields the product CC(C)Oc1cccc(C(=O)O)c1. As a reaction SMILES: [CH3:23][C:24](=[O:25])[CH2:26][CH3:27].[ClH:21].[I:11][CH:12]([CH3:13])[CH3:14].[K+:15].[K+:16].[O-:17][C:18]([O-:19])=[O:20].[OH2:22].[OH:1][C:2](=[O:3])[c:4]1[cH:5][cH:6][cH:7][c:8]([OH:9])[cH:10]1>>[OH:1][C:2](=[O:3])[c:4]1[cH:5][cH:6][cH:7][c:8]([O:9][CH:12]([CH3:13])[CH3:14])[cH:10]1. Starting materials: CC(C)(CO)CNC(=O)OC(C)(C)C, COCCOc1ccc(C(=O)OC)c(O)c1. Product: COCCOc1ccc(C(=O)OC)c(OCC(C)(C)CNC(=O)OC(C)(C)C)c1. As a reaction SMILES: [C:17]([CH3:18])([CH3:19])([CH3:20])[O:21][C:22](=[O:23])[NH:24][CH2:25][C:26]([CH2:27][OH:28])([CH3:29])[CH3:30].[OH:1][c:2]1[c:3]([C:4](=[O:5])[O:6][CH3:7])[cH:8][cH:9][c:10]([O:12][CH2:13][CH2:14][O:15][CH3:16])[cH:11]1>>[O:1]([c:2]1[c:3]([C:4](=[O:5])[O:6][CH3:7])[cH:8][cH:9][c:10]([O:12][CH2:13][CH2:14][O:15][CH3:16])[cH:11]1)[CH2:27][C:26]([CH2:25][NH:24][C:22]([O:21][C:17]([CH3:18])([CH3:19])[CH3:20])=[O:23])([CH3:29])[CH3:30]. Reaction SMILES: [CH2:61]([C:62]([CH3:63])=[O:64])[CH3:65].[CH3:3][CH:4]([OH:5])[CH2:6][CH3:7].[Cl:47][C:48]1=[C:55]([Cl:56])[C:53](=[O:54])[c:52]2[c:51]([cH:60][cH:59][cH:58][cH:57]2)[C:49]1=[O:50].[F:8][C:9]([c:10]1[cH:11][c:12]2[c:13]([n+:14]([O-:42])[n:15](-[c:17]3[c:18]([OH:41])[c:19]([C:31]([CH3:32])([CH3:33])[c:34]4[cH:35][cH:36][c:37]([F:40])[cH:38][cH:39]4)[cH:20][c:21]([C:23]([CH3:24])([CH3:25])[CH2:26][C:27]([CH3:28])([CH3:29])[CH3:30])[cH:22]3)[n:16]2)[cH:43][cH:44]1)([F:45])[F:46].[Na+:2].[OH-:1]>>[F:8][C:9]([c:10]1[cH:11][c:12]2[c:13]([n:14][n:15](-[c:17]3[c:18]([OH:41])[c:19]([C:31]([CH3:32])([CH3:33])[c:34]4[cH:35][cH:36][c:37]([F:40])[cH:38][cH:39]4)[cH:20][c:21]([C:23]([CH3:24])([CH3:25])[CH2:26][C:27]([CH3:28])([CH3:29])[CH3:30])[cH:22]3)[n:16]2)[cH:43][cH:44]1)([F:45])[F:46]. The product is CC(C)(C)CC(C)(C)c1cc(-n2nc3ccc(C(F)(F)F)cc3n2)c(O)c(C(C)(C)c2ccc(F)cc2)c1. Reactants: CCC(C)=O, CCC(C)O, O=C1C(Cl)=C(Cl)C(=O)c2ccccc21, CC(C)(C)CC(C)(C)c1cc(-n2nc3cc(C(F)(F)F)ccc3[n+]2[O-])c(O)c(C(C)(C)c2ccc(F)cc2)c1, [Na+], [OH-].